Dataset: the Open Reaction Database (ORD), a public repository of structured organic reaction records. Task: describe an organic reaction: reactants, conditions, products, and yield The reactants are N#Cc1cc2c([nH]c1=O)CCc1ccccc1-2, [Na+], [OH-], O, O=S(=O)(O)O. Yields the product O=c1ccc2c([nH]1)CCc1ccccc1-2. As a reaction SMILES: [C:6](#[N:7])[c:8]1[c:9](=[O:22])[nH:10][c:11]2[c:16]([cH:17]1)-[c:15]1[c:14]([cH:21][cH:20][cH:19][cH:18]1)[CH2:13][CH2:12]2.[Na+:24].[OH-:23].[OH2:25].[S:1](=[O:2])(=[O:3])([OH:4])[OH:5]>>[cH:8]1[c:9](=[O:22])[nH:10][c:11]2[c:16]([cH:17]1)-[c:15]1[c:14]([cH:21][cH:20][cH:19][cH:18]1)[CH2:13][CH2:12]2. The reactants are C(C)(C)(C)OC(=O)N1CC=2C(=C3C(=NC2CC1)C=CC=C3)CO (2-t-Butoxycarbonyl-10-hydroxymethyl-1,2,3,4-tetrahydro-benzo[b][1,6]-naphthyridine), O.C1(=CC=CC=C1)S(=O)(=O)O (benzenesulfonic acid monohydrate). The solvent is CO (methanol). Run at temperature 70 celsius. The product is C1(=CC=CC=C1)S(=O)(=O)O.C1(=CC=CC=C1)S(=O)(=O)O.OCC1=C2C(=NC=3CCNCC13)C=CC=C2 (10-hydroxymethyl-1,2,3,4-tetrahydro-benzo[b][1,6]-naphthyridine dibenzenesulfonate). The yield is 105.9%. As a reaction SMILES: C(OC([N:8]1[CH2:17][CH2:16][C:15]2[N:14]=[C:13]3[CH:18]=[CH:19][CH:20]=[CH:21][C:12]3=[C:11]([CH2:22][OH:23])[C:10]=2[CH2:9]1)=O)(C)(C)C.O.[C:25]1([S:31]([OH:34])(=[O:33])=[O:32])[CH:30]=[CH:29][CH:28]=[CH:27][CH:26]=1>CO>[C:25]1([S:31]([OH:34])(=[O:33])=[O:32])[CH:30]=[CH:29][CH:28]=[CH:27][CH:26]=1.[C:25]1([S:31]([OH:34])(=[O:33])=[O:32])[CH:30]=[CH:29][CH:28]=[CH:27][CH:26]=1.[OH:23][CH2:22][C:11]1[C:10]2[CH2:9][NH:8][CH2:17][CH2:16][C:15]=2[N:14]=[C:13]2[CH:18]=[CH:19][CH:20]=[CH:21][C:12]=12 |f:1.2,4.5.6|. Reported procedure: 2-t-Butoxycarbonyl-10-hydroxymethyl-1,2,3,4-tetrahydro-benzo[b][1,6]-naphthyridine (202 mg, 0.643 mmol) was dissolved in methanol (1.3 ml), followed by adding thereto benzenesulfonic acid monohydrate (226.3 mg, 1.285 mmol), and the resulting mixture was heated under reflux at 70° C. for 3 hours. The reaction mixture was cooled to room temperature and then concentrated under reduced pressure to obtain the desired compound (361.2 mg, quant.) as a brown substance. Reactants: COC(=O)c1cccc(Cn2ccc([N+](=O)[O-])n2)c1, CO, CCOC(C)=O, NN, O. The product is COC(=O)c1cccc(Cn2ccc(N)n2)c1. As a reaction SMILES: [CH3:1][O:2][C:3]([c:4]1[cH:5][c:6]([CH2:10][n:11]2[n:12][c:13]([N+:16]([O-:17])=[O:18])[cH:14][cH:15]2)[cH:7][cH:8][cH:9]1)=[O:19].[CH3:20][OH:21].[CH3:24][CH2:25][O:26][C:27](=[O:28])[CH3:29].[NH2:22][NH2:23].[OH2:30]>>[CH3:1][O:2][C:3]([c:4]1[cH:5][c:6]([CH2:10][n:11]2[n:12][c:13]([NH2:16])[cH:14][cH:15]2)[cH:7][cH:8][cH:9]1)=[O:19]. The reactants are C(C)NC1C2=CC=CC=C2OC=2C=C(C=CC12)N1CCCC1 (N-ethyl-3-pyrrolidinyl-9-xanthenylamine), C(C)N1CC(CC1)=O (1-ethyl-3-pyrrolidinone), C(C)N (ethylamine). The product is C(CC)N (propylamine), C(CCC)N (butylamine). As a reaction SMILES: C([N:3]1C[CH2:6][C:5](=O)[CH2:4]1)C.C(N)C.C([NH:14][CH:15]1C2C=CC(N3CCCC3)=CC=2OC2[C:16]1=[CH:17][CH:18]=CC=2)C>>[CH2:4]([NH2:3])[CH2:5][CH3:6].[CH2:15]([NH2:14])[CH2:16][CH2:17][CH3:18]. Procedure details: In the procedure of Example 2, using 1-ethyl-3-pyrrolidinone and ethylamine, the product obtained is N-ethyl-N-(N-ethyl-3-pyrrolidinyl-9-xanthenylamine. Using propylamine and butylamine, the products obtained are N-propyl-N-(N-ethy-3-pyrrolidinyl)-9-xanthenylamine and N-butyl-N-(N-ethyl-3-pyrrolidinyl)-9-xanthenylamine.